Dataset: the Open Reaction Database (ORD), a public repository of structured organic reaction records. Task: describe an organic reaction: reactants, conditions, products, and yield Reactants: ClCC(CO)O (3-chloro-1,2-propanediol), C(CN)N (ethylenediamine), ClCC(CO)O (3-chloro-1,2-propanediol), [OH-].[Na+] (NaOH), C(CN)N (ethylenediamine). The product is OC(CNCCN)CO (N-(2,3-dihydroxypropyl) ethylenediamine). Isolated yield 42.9%. As a reaction SMILES: Cl[CH2:2][CH:3]([OH:6])[CH2:4][OH:5].[CH2:7]([NH2:10])[CH2:8][NH2:9].[OH-].[Na+]>>[OH:6][CH:3]([CH2:4][OH:5])[CH2:2][NH:9][CH2:8][CH2:7][NH2:10] |f:2.3|. Procedure details: Following the procedure of Surrey et al., J. Am. Chem. Soc. (1952) 74:4102, 3-chloro-1,2-propanediol (8.36 ml, 0.10 mole) was added dropwise over 15 min to stirring ethylenediamine (66.8 ml, 1.0 mole) at room temperature. After the addition was complete, the solution was heated at approx. 60° C. until the 3-chloro-1,2-propanediol was consumed (about 1 hour), as determined by TLC. NaOH (4.4 g, 0.11 mole) was added to the solution and excess ethylenediamine was vacuum distilled off followed by car...